Dataset: the Open Reaction Database (ORD), a public repository of structured organic reaction records. Task: describe an organic reaction: reactants, conditions, products, and yield Reactants: C1(=CC=CC=C1)S(=O)(=O)N (benzenesulfonamide), S(=O)(Cl)Cl (thionyl chloride), [H-].[Na+] (sodium hydride), ClC1=CC=C(C=C1)C#CCCCCCCCCCCCNC1=CC=C(C(=O)O)C=C1 (4-[13-(4-chlorophenyl)tridec-12-ynylamino]benzoic acid). The solvent is C(OC)COC (dimethoxyethane), CC(=O)N(C)C (dimethylacetamide), CC(=O)N(C)C (dimethylacetamide), C(Cl)Cl (methylene chloride). Reaction conditions: time 30 minute. Yields the product ClC1=CC=C(C=C1)C#CCCCCCCCCCCCNC1=CC=C(C(=O)NS(=O)(=O)C2=CC=CC=C2)C=C1 (4-[13-(4-chlorophenyl)tridec-12-ynylamino]-N-(phenylsulfonyl)benzamide). Reaction SMILES: [C:1]1([S:7]([NH2:10])(=[O:9])=[O:8])[CH:6]=[CH:5][CH:4]=[CH:3][CH:2]=1.[H-].[Na+].[Cl:13][C:14]1[CH:19]=[CH:18][C:17]([C:20]#[C:21][CH2:22][CH2:23][CH2:24][CH2:25][CH2:26][CH2:27][CH2:28][CH2:29][CH2:30][CH2:31][CH2:32][NH:33][C:34]2[CH:42]=[CH:41][C:37]([C:38](O)=[O:39])=[CH:36][CH:35]=2)=[CH:16][CH:15]=1.S(Cl)(Cl)=O>C(COC)OC.C(Cl)Cl.CC(N(C)C)=O>[Cl:13][C:14]1[CH:15]=[CH:16][C:17]([C:20]#[C:21][CH2:22][CH2:23][CH2:24][CH2:25][CH2:26][CH2:27][CH2:28][CH2:29][CH2:30][CH2:31][CH2:32][NH:33][C:34]2[CH:35]=[CH:36][C:37]([C:38]([NH:10][S:7]([C:1]3[CH:6]=[CH:5][CH:4]=[CH:3][CH:2]=3)(=[O:9])=[O:8])=[O:39])=[CH:41][CH:42]=2)=[CH:18][CH:19]=1 |f:1.2|. Reported procedure: A solution of 31.4 g. of benzenesulfonamide in 250 ml. of dry dimethylacetamide is added dropwise, with stirring and cooling, to a suspension of 5.5 g. of sodium hydride in 100 ml. of dry dimethylacetamide during 30 minutes at room temperature. Stirring is continued for a further 30 minutes. In the meantime, a mixture of 36.5 g. of 4-[13-(4-chlorophenyl)tridec-12-ynylamino]benzoic acid in 100 ml. of methylene chloride, 300 ml. of dimethoxyethane, and 40 ml. of thionyl chloride is refluxed for 1 ...